From a dataset of the Open Reaction Database (ORD), a public repository of structured organic reaction records. describe an organic reaction: reactants, conditions, products, and yield Reactants: C(C)[SiH](CC)CC (Triethylsilane), C(C1=CC=CC=C1)[C@@H]1N(C(OC1)=O)C([C@H]([C@@H](C1=CC=C(C=C1)O)O)OC1=CC=C(C=C1)C)=O ((S)-4-benzyl-3-[(2S,3R)-3-hydroxy-3-(4-hydroxyphenyl)-2-(4-methylphenoxy)propionyl]oxazolidin-2-one). Run in FC(C(=O)O)(F)F (trifluoroacetic acid). Conditions: time 18 hour. Product: C(C1=CC=CC=C1)[C@@H]1N(C(OC1)=O)C([C@H](CC1=CC=C(C=C1)O)OC1=CC=C(C=C1)C)=O ((S)-4-Benzyl-3-[(S)-3-(4-hydroxyphenyl)-2-(4-methylphenoxy)propionyl]oxazolidin-2-one). The yield is 85.3%. RXN SMILES: C([SiH](CC)CC)C.[CH2:8]([C@H:15]1[CH2:19][O:18][C:17](=[O:20])[N:16]1[C:21](=[O:40])[C@@H:22]([O:32][C:33]1[CH:38]=[CH:37][C:36]([CH3:39])=[CH:35][CH:34]=1)[C@H:23](O)[C:24]1[CH:29]=[CH:28][C:27]([OH:30])=[CH:26][CH:25]=1)[C:9]1[CH:14]=[CH:13][CH:12]=[CH:11][CH:10]=1>FC(F)(F)C(O)=O>[CH2:8]([C@H:15]1[CH2:19][O:18][C:17](=[O:20])[N:16]1[C:21](=[O:40])[C@@H:22]([O:32][C:33]1[CH:38]=[CH:37][C:36]([CH3:39])=[CH:35][CH:34]=1)[CH2:23][C:24]1[CH:29]=[CH:28][C:27]([OH:30])=[CH:26][CH:25]=1)[C:9]1[CH:14]=[CH:13][CH:12]=[CH:11][CH:10]=1. Procedure: Triethylsilane (24.0 ml) was added at room temperature to a solution of (S)-4-benzyl-3-[(2S,3R)-3-hydroxy-3-(4-hydroxyphenyl)-2-(4-methylphenoxy)propionyl]oxazolidin-2-one (8.15 g) obtained from Reference example 20(c) in trifluoroacetic acid (90 ml), then the mixture was stirred for 18 hours and concentrated under reduced pressure. The residue was partitioned between ethyl acetate and water. The ethyl acetate layer was washed successively with a saturated aqueous sodium hydrogencarbonate soluti... Reactants: C(CCC)C=1NC2=C(C=NC=C2)N1 (2-butylimidazo[4,5-c]pyridine), BrCC1=CC=C(C=C1)C=1C(=CC=CC1)C(=O)OC(C)(C)C (tert-butyl 4'-bromomethylbiphenyl-2-carboxylate), [H-].[Na+] (NaH). Yields the product C(CCC)C1(NC2=C(C=NC=C2)N1CC1=CC=C(C=C1)C1=C(C=CC=C1)C(=O)OC(C)(C)C)CCCC (2-butyl-3-[(2'-tert-butoxycarbonylbiphen-4-yl)methyl]-2-butyl-3H-imidazo[4,5-c]pyridine). Reaction SMILES: [CH2:1]([C:5]1[NH:6][C:7]2[CH:12]=[CH:11][N:10]=[CH:9][C:8]=2[N:13]=1)[CH2:2][CH2:3][CH3:4].Br[CH2:15][C:16]1[CH:21]=[CH:20][C:19]([C:22]2[C:23]([C:28]([O:30][C:31]([CH3:34])([CH3:33])[CH3:32])=[O:29])=[CH:24][CH:25]=[CH:26][CH:27]=2)=[CH:18][CH:17]=1.[H-].[Na+]>>[CH2:1]([C:5]1([CH2:5][CH2:1][CH2:2][CH3:3])[N:13]([CH2:15][C:16]2[CH:21]=[CH:20][C:19]([C:22]3[CH:27]=[CH:26][CH:25]=[CH:24][C:23]=3[C:28]([O:30][C:31]([CH3:34])([CH3:33])[CH3:32])=[O:29])=[CH:18][CH:17]=2)[C:8]2[CH:9]=[N:10][CH:11]=[CH:12][C:7]=2[NH:6]1)[CH2:2][CH2:3][CH3:4] |f:2.3|. Reported procedure: 2-butyl-3-[(2'-tert-butoxycarbonylbiphen-4-yl)methyl]-2-butyl-3H-imidazo[4,5-c]pyridine was prepared according to the procedure described in Example 1, Part A from 2-butylimidazo[4,5-c]pyridine (220 mg, 1.25 mmol), tert-butyl 4'-bromomethylbiphenyl-2-carboxylate (414 mg, 1.19 mmol), and NaH (1.88 mmol).